The task is: describe an organic reaction: reactants, conditions, products, and yield. This data is from the Open Reaction Database (ORD), a public repository of structured organic reaction records. The reactants are C=1C=CC2=C(C1)C=CS2 (Thianaphthene), BrC=1C=CC(=C(C=O)C1)Cl (5-bromo-2-chlorobenzaldehyde). The product is S1C2=C(C=C1CC1=C(C=CC(=C1)Br)Cl)C=CC=C2 (1-(Benzo[b]thiophen-2-ylmethyl)-5-bromo-2-chlorobenzene). As a reaction SMILES: [CH:1]1[CH:2]=[CH:3][C:4]2[S:9][CH:8]=[CH:7][C:5]=2[CH:6]=1.[Br:10][C:11]1[CH:12]=[CH:13][C:14]([Cl:19])=[C:15]([CH:18]=1)[CH:16]=O>>[S:9]1[C:8]([CH2:16][C:15]2[CH:18]=[C:11]([Br:10])[CH:12]=[CH:13][C:14]=2[Cl:19])=[CH:7][C:5]2[CH:6]=[CH:1][CH:2]=[CH:3][C:4]1=2. Procedure details: Thianaphthene and 5-bromo-2-chlorobenzaldehyde obtained in Reference Example 16-(1) were treated in a manner similar to Reference Example 7 to give the target compound.